This data is from the Open Reaction Database (ORD), a public repository of structured organic reaction records. The task is: describe an organic reaction: reactants, conditions, products, and yield Starting materials: NC1=NC=CC=C1 (2-aminopyridine), CC(CC(C)(C)C)(C)[N+]#[C-] (1,1,3,3-tetramethylbutyl isocyanide), COC=1C=C(C=O)C=C(C1OC)OC (3,4,5-trimethoxybenzaldehyde), Al perchloric acid. Yields the product CC(CC(C)(C)C)(C)NC1=C(N=C2N1C=CC=C2)C2=CC(=C(C(=C2)OC)OC)OC ((1,1,3,3-Tetramethylbutyl)-[2-(3,4,5-trimethoxy-phenyl)-imidazo[1,2-a]pyridin-3-yl]-amine). As a reaction SMILES: [NH2:1][C:2]1[CH:7]=[CH:6][CH:5]=[CH:4][N:3]=1.[CH3:8][C:9]([N+:16]#[C-:17])([CH3:15])[CH2:10][C:11]([CH3:14])([CH3:13])[CH3:12].[CH3:18][O:19][C:20]1[CH:21]=[C:22]([CH:25]=[C:26]([O:30][CH3:31])[C:27]=1[O:28][CH3:29])[CH:23]=O>>[CH3:8][C:9]([NH:16][C:17]1[N:3]2[CH:4]=[CH:5][CH:6]=[CH:7][C:2]2=[N:1][C:23]=1[C:22]1[CH:25]=[C:26]([O:30][CH3:31])[C:27]([O:28][CH3:29])=[C:20]([O:19][CH3:18])[CH:21]=1)([CH3:15])[CH2:10][C:11]([CH3:14])([CH3:13])[CH3:12]. Procedure details: Compound (33) was prepared in accordance with general instructions 1 from 1.0 ml 2-aminopyridine solution (0.1 M, MC), 0.575 ml 1,1,3,3-tetramethylbutyl isocyanide solution (0.2 M, MC), 0.500 ml 3,4,5-trimethoxybenzaldehyde solution (0.3 M, MC), and 10 Al perchloric acid (w=20%). The reactants are C1(CCC1)C=1N=C(SC1)/C=C/C=1C=C(C=CC1)N ((E)-3-[2-[4-(cyclobutyl)-2-thiazolyl]ethenyl]benzeneamine), C1(CC=2C(C(=O)O1)=CC=CC2)=O (homophthalic anhydride), C1(=CC=CC=C1)C (toluene). Solvent: O1CCCC1 (tetrahydrofuran). The product is C1(CCC1)C=1N=C(SC1)/C=C/C=1C=C(C=CC1)NC(CC1=C(C(=O)O)C=CC=C1)=O ((E)-2-[2-[3-[2-[4-(cyclobutyl)-2-thiazolyl]ethenyl]phenylamino]-2-oxoethyl]benzoic acid). The yield is 55.0%. Reaction SMILES: [CH:1]1([C:5]2[N:6]=[C:7](/[CH:10]=[CH:11]/[C:12]3[CH:13]=[C:14]([NH2:18])[CH:15]=[CH:16][CH:17]=3)[S:8][CH:9]=2)[CH2:4][CH2:3][CH2:2]1.[C:19]1(=[O:30])[O:25][C:23](=[O:24])[C:22]2=[CH:26][CH:27]=[CH:28][CH:29]=[C:21]2[CH2:20]1.C1(C)C=CC=CC=1>O1CCCC1>[CH:1]1([C:5]2[N:6]=[C:7](/[CH:10]=[CH:11]/[C:12]3[CH:13]=[C:14]([NH:18][C:19](=[O:30])[CH2:20][C:21]4[CH:29]=[CH:28][CH:27]=[CH:26][C:22]=4[C:23]([OH:25])=[O:24])[CH:15]=[CH:16][CH:17]=3)[S:8][CH:9]=2)[CH2:4][CH2:3][CH2:2]1. Reported procedure: A solution of 1.28 g of (E)-3-[2-[4-(cyclobutyl)-2-thiazolyl]ethenyl]benzeneamine, 0.81 g of homophthalic anhydride, 50 ml of toluene and 25 ml of tetrahydrofuran was heated to reflux for 0.5 hr. The solvents were removed by rotary evaporation and the residual materials were triturated with ethyl ether to yield 1.15 g of (E)-2-[2-[3-[2-[4-(cyclobutyl)-2-thiazolyl]ethenyl]phenylamino]-2-oxoethyl]benzoic acid. Recrystallization from acetonitrile yielded 0.81 g of material; m.p. 204°-206° C. Anal. ...